Dataset: the Open Reaction Database (ORD), a public repository of structured organic reaction records. Task: describe an organic reaction: reactants, conditions, products, and yield Starting materials: ( ii ), CN1C(N(CC1C(=O)OC(C)(C)C)C1=NC=CC(=N1)C(F)(F)F)=O (1,1-dimethylethyl 3-methyl-2-oxo-1-[4-(trifluoromethyl)-2-pyrimidinyl]-4-imidazolidinecarboxylate). Solvent: C(=O)(C(F)(F)F)O.C(Cl)Cl (TFA DCM). The product is CN1C(N(CC1C(=O)O)C1=NC=CC(=N1)C(F)(F)F)=O (3-methyl-2-oxo-1-[4-(trifluoromethyl)-2-pyrimidinyl]-4-imidazolidinecarboxylic acid). Yield: 102.7%. Reaction SMILES: [CH3:1][N:2]1[CH:6]([C:7]([O:9]C(C)(C)C)=[O:8])[CH2:5][N:4]([C:14]2[N:19]=[C:18]([C:20]([F:23])([F:22])[F:21])[CH:17]=[CH:16][N:15]=2)[C:3]1=[O:24]>C(O)(C(F)(F)F)=O.C(Cl)Cl>[CH3:1][N:2]1[CH:6]([C:7]([OH:9])=[O:8])[CH2:5][N:4]([C:14]2[N:19]=[C:18]([C:20]([F:23])([F:22])[F:21])[CH:17]=[CH:16][N:15]=2)[C:3]1=[O:24] |f:1.2|. Procedure details: A solution of 1,1-dimethylethyl 3-methyl-2-oxo-4-imidazolidinecarboxylate (600 mg, 3 mmol) (prepared as described in step (iii) of Example 13, starting from (4S)-2-oxo-3-{[(phenylmethyl)oxy]carbonyl}-4-imidazolidinecarboxylic acid) and 2-chloro-4-(trifluoromethyl)pyrimidine (547 mg, 3.00 mmol) in 1,4-dioxane (20 ml) was treated with cesium carbonate (1464 mg, 4.49 mmol), Xantphos™ (130 mg, 0.225 mmol) and tris(dibenzylideneacetone)dipalladium(0) (68.6 mg, 0.075 mmol) and the mixture was heated a... Reactants: CN(C)C=O (DMF), C(C)(C)[Mg]Br (isopropylmagnesium bromide), C(CCC)[Li] (n-butyllithium), C(C)(C)(C)C1=C/C(/N(N1C)CC1CC1)=N\C(C1=C(C=CC(=C1)C(F)(F)F)F)=O ((E)-N-(5-tert-butyl-2-(cyclopropylmethyl)-1-methyl-1H-pyrazol-3(2H)-ylidene)-2-fluoro-5-(trifluoromethyl)benzamide). Run in C1CCOC1 (THF), C(C)N(CC)CC (triethylamine), CO (methanol), C(C)(=O)OCC (ethyl acetate). Run at temperature -78 celsius, time 1 hour. Yields the product C(C)(C)(C)C1=C/C(/N(N1C)CC1CC1)=N\C(C1=C(C=CC(=C1)C(F)(F)F)C=O)=O ((E)-N-(5-tert-butyl-2-(cyclopropylmethyl)-1-methyl-1H-pyrazol-3(2H)-ylidene)-2-formyl-5-(trifluoromethyl)benzamide). Isolated yield 92.8%. As a reaction SMILES: C([Mg]Br)(C)C.C([Li])CCC.[C:11]([C:15]1[N:19]([CH3:20])[N:18]([CH2:21][CH:22]2[CH2:24][CH2:23]2)/[C:17](=[N:25]/[C:26](=[O:38])[C:27]2[CH:32]=[C:31]([C:33]([F:36])([F:35])[F:34])[CH:30]=[CH:29][C:28]=2F)/[CH:16]=1)([CH3:14])([CH3:13])[CH3:12].CN([CH:42]=[O:43])C>C1COCC1.C(N(CC)CC)C.CO.C(OCC)(=O)C>[C:11]([C:15]1[N:19]([CH3:20])[N:18]([CH2:21][CH:22]2[CH2:24][CH2:23]2)/[C:17](=[N:25]/[C:26](=[O:38])[C:27]2[CH:32]=[C:31]([C:33]([F:34])([F:36])[F:35])[CH:30]=[CH:29][C:28]=2[CH:42]=[O:43])/[CH:16]=1)([CH3:13])([CH3:14])[CH3:12]. Procedure details: To the solution of isopropylmagnesium bromide (3 mL, 2.97 mmol, 1.0 M solution in THF) was added n-butyllithium (2.4 ml, 5.93 mmol, 2.5 M solution in hexane). The mixture was cooled to −78° C., and then a solution of Example 9G (0.680 g, 1.48 mmol) in THF (2 mL) was added dropwise. The mixture was stirred for 1 hour at −78° C. then DMF (0.460 mL, 5.93 mmol) was added, and the mixture was allowed to warm to room temperature. The mixture was quenched with saturated aqueous NH4Cl and extracted with... The reactants are 15.5, BrCC1=C2N=CC=NC2=CC=C1 (5-(bromomethyl)quinoxaline), N1C=NC=C1 (1H-imidazole). Run in C(C)#N (acetonitrile). Conditions: time 1.5 hour. Product: N1(C=NC=C1)CC1=C2N=CC=NC2=CC=C1 (5-(1H-imidazol-1-yl-methyl)quinoxaline). Isolated yield 20.5%. Reaction SMILES: Br[CH2:2][C:3]1[CH:12]=[CH:11][CH:10]=[C:9]2[C:4]=1[N:5]=[CH:6][CH:7]=[N:8]2.[NH:13]1[CH:17]=[CH:16][N:15]=[CH:14]1>C(#N)C>[N:13]1([CH2:2][C:3]2[CH:12]=[CH:11][CH:10]=[C:9]3[C:4]=2[N:5]=[CH:6][CH:7]=[N:8]3)[CH:17]=[CH:16][N:15]=[CH:14]1. Reported procedure: A mixture of 15.5 parts of 5-(bromomethyl)quinoxaline, 23.5 parts of 1H-imidazole and 160 parts of acetonitrile was stirred for 1.5 hours at reflux temperature. The reaction mixture was evaporated and the residue was taken up in water. The product was extracted three times with 65 parts of dichloromethane. The combined extracts were dried, filtered and evaporated. The residue was purified by column chromatography over silica gel using a mixture of dichloromethane and methanol (95:5 by volume) as... Reactants: ClC=1C(=NC2=CC=C(C=C2N1)C(=O)OC)C1=CC=C(C=C1)F (methyl 3-chloro-2-(4-fluorophenyl)quinoxaline-6-carboxylate), N1CCCCCC1 (azepane), C(CCC)O (butan-1-ol). Run at temperature 110 celsius, time 8 hour. Product: N1(CCCCCC1)C=1C(=NC2=CC=C(C=C2N1)C(=O)OCCCC)C1=CC=C(C=C1)F (Butyl 3-(azepan-1-yl)-2-(4-fluorophenyl)quinoxaline-6-carboxylate). RXN SMILES: Cl[C:2]1[C:3]([C:16]2[CH:21]=[CH:20][C:19]([F:22])=[CH:18][CH:17]=2)=[N:4][C:5]2[C:10]([N:11]=1)=[CH:9][C:8]([C:12]([O:14][CH3:15])=[O:13])=[CH:7][CH:6]=2.[NH:23]1[CH2:29][CH2:28][CH2:27][CH2:26][CH2:25][CH2:24]1.[CH2:30](O)[CH2:31][CH2:32]C>>[N:23]1([C:2]2[C:3]([C:16]3[CH:21]=[CH:20][C:19]([F:22])=[CH:18][CH:17]=3)=[N:4][C:5]3[C:10]([N:11]=2)=[CH:9][C:8]([C:12]([O:14][CH2:15][CH2:30][CH2:31][CH3:32])=[O:13])=[CH:7][CH:6]=3)[CH2:29][CH2:28][CH2:27][CH2:26][CH2:25][CH2:24]1. Procedure: Into a 10-mL sealed tube, was placed methyl 3-chloro-2-(4-fluorophenyl)quinoxaline-6-carboxylate (150 mg, 0.47 mmol, 1.00 equiv), azepane (470 mg, 4.75 mmol, 10.00 equiv), butan-1-ol (2 mL). The resulting solution was stirred for overnight at 110° C. in an oil bath. The resulting mixture was concentrated under vacuum. This resulted in 150 mg (crude) of butyl 3-(azepan-1-yl)-2-(4-fluorophenyl)quinoxaline-6-carboxylate as a yellow solid. Starting materials: CC#N, CCOC(=O)C(C(=O)c1sc(C)c(OC)c1F)C(=O)C1CC1, O. The product is COc1c(C)sc(C(=O)CC(=O)C2CC2)c1F. As a reaction SMILES: [CH3:1][C:2]#[N:3].[CH:4]1([C:7]([CH:8]([C:9](=[O:10])[c:11]2[c:12]([F:19])[c:13]([O:17][CH3:18])[c:14]([CH3:16])[s:15]2)[C:20]([O:21][CH2:22][CH3:23])=[O:24])=[O:25])[CH2:5][CH2:6]1.[OH2:26]>>[CH:4]1([C:7]([CH2:8][C:9](=[O:10])[c:11]2[c:12]([F:19])[c:13]([O:17][CH3:18])[c:14]([CH3:16])[s:15]2)=[O:25])[CH2:5][CH2:6]1. Reactants: C(C)N(C(=O)C=1C(N(C2=CC=CC(=C2C1O)CC)C)=O)C1=CC=CC=C1 (N-Ethyl-N-phenyl- 5-ethyl- 1,2-dihydro- 4-hydroxy- 1-methyl- 2-oxo- 3-quinolinecarboxamide), [OH-].[Na+] (NaOH), O.C(C)(=O)[O-].[Ca+2].C(C)(=O)[O-] (calcium acetate hydrate). The solvent is C(C)O (ethanol), O (water). Conditions: temperature 70 celsius, time 1 hour. The product is [Ca].C(C)N(C(=O)C=1C(N(C2=CC=CC(=C2C1O)CC)C)=O)C1=CC=CC=C1 (N-Ethyl-N-phenyl- 5-ethyl- 1,2-dihydro- 4-hydroxy- 1-methyl- 2-oxo- 3-quinolinecarboxamide calcium salt). Yield: 176.2%. Reaction SMILES: [CH2:1]([N:3]([C:21]1[CH:26]=[CH:25][CH:24]=[CH:23][CH:22]=1)[C:4]([C:6]1[C:7](=[O:20])[N:8]([CH3:19])[C:9]2[C:14]([C:15]=1[OH:16])=[C:13]([CH2:17][CH3:18])[CH:12]=[CH:11][CH:10]=2)=[O:5])[CH3:2].[OH-].[Na+].O.C([O-])(=O)C.[Ca+2:34].C([O-])(=O)C>C(O)C.O>[Ca:34].[CH2:1]([N:3]([C:21]1[CH:22]=[CH:23][CH:24]=[CH:25][CH:26]=1)[C:4]([C:6]1[C:7](=[O:20])[N:8]([CH3:19])[C:9]2[C:14]([C:15]=1[OH:16])=[C:13]([CH2:17][CH3:18])[CH:12]=[CH:11][CH:10]=2)=[O:5])[CH3:2] |f:1.2,3.4.5.6,9.10|. Procedure: N-Ethyl-N-phenyl- 5-ethyl- 1,2-dihydro- 4-hydroxy- 1-methyl- 2-oxo- 3-quinolinecarboxamide ( 5.0 g, 14.2 mmol) was dissolved in a mixture of 1M NaOH ( 14.26 mmol, 14.26 ml) and ethanol ( 30 ml), and pH was adjusted to 7.5. The solution was heated to 70° C. and calcium acetate hydrate ( 1.05 eq., 7.5 mmol, 1.335 g) in water ( 7 ml) was added dropwise during 5 min. The heating was discontinued and the mixture was stirred at room temperature for 1 h, the crystals were filtered, washed with ethanol/...